describe an organic reaction: reactants, conditions, products, and yield From a dataset of the Open Reaction Database (ORD), a public repository of structured organic reaction records. The reactants are BrC1=CC=2N(C(C=3C=CC=CC3C2S1)CC)S(=O)(=O)C1=CC=C(C=C1)OC (2-Bromo-5-ethyl-4-[(4-methoxyphenyl)sulfonyl]-4,5-dihydrothieno[3,2-c]isoquinoline), S1C=C(C=C1)B(O)O (3-thiopheneboronic acid), C([O-])([O-])=O.[K+].[K+] (potassium carbonate). The reagents and catalysts are C1=CC=C(C=C1)P([C-]2C=CC=C2)C3=CC=CC=C3.C1=CC=C(C=C1)P([C-]2C=CC=C2)C3=CC=CC=C3.Cl[Pd]Cl.[Fe+2] ([1,1′-Bis(diphenylphosphino)ferrocene]dichloropalladium). Run in C(OC)COC (dimethoxyethane), C(Cl)Cl (methylene chloride). Run at temperature 75 celsius. Product: C(C)C1N(C2=C(C=3C=CC=CC13)SC(=C2)C2=CSC=C2)S(=O)(=O)C2=CC=C(C=C2)OC (5-Ethyl-4-[(4-methoxyphenyl)sulfonyl]-2-thien-3-yl-4,5-dihydrothieno[3,2-c]isoquinoline). Isolated yield 71.0%. As a reaction SMILES: Br[C:2]1[S:14][C:13]2[C:12]3[CH:11]=[CH:10][CH:9]=[CH:8][C:7]=3[CH:6]([CH2:15][CH3:16])[N:5]([S:17]([C:20]3[CH:25]=[CH:24][C:23]([O:26][CH3:27])=[CH:22][CH:21]=3)(=[O:19])=[O:18])[C:4]=2[CH:3]=1.[S:28]1[CH:32]=[CH:31][C:30](B(O)O)=[CH:29]1.C(=O)([O-])[O-].[K+].[K+]>C(COC)OC.C(Cl)Cl.C1C=CC(P(C2C=CC=CC=2)[C-]2C=CC=C2)=CC=1.C1C=CC(P(C2C=CC=CC=2)[C-]2C=CC=C2)=CC=1.Cl[Pd]Cl.[Fe+2]>[CH2:15]([CH:6]1[C:7]2[CH:8]=[CH:9][CH:10]=[CH:11][C:12]=2[C:13]2[S:14][C:2]([C:30]3[CH:31]=[CH:32][S:28][CH:29]=3)=[CH:3][C:4]=2[N:5]1[S:17]([C:20]1[CH:25]=[CH:24][C:23]([O:26][CH3:27])=[CH:22][CH:21]=1)(=[O:18])=[O:19])[CH3:16] |f:2.3.4,7.8.9.10|. Procedure details: 2-Bromo-5-ethyl-4-[(4-methoxyphenyl)sulfonyl]-4,5-dihydrothieno[3,2-c]isoquinoline (1.02 g, 2.2 mmol), 3-thiopheneboronic acid (0.37 g, 2.9 mol), potassium carbonate (0.91 g, 6.6 mol) and [1.1′-bis(diphenylphosphino)ferrocene]dichloropalladium [II] (90 mg, 0.11 mmol) were combined in 40% aqueous dimethoxyethane (11 mL) and the mixture was heated to 75° C. After 3.5 h the mixture was cooled to 23° C., filtered through Celite and washed with ethyl acetate (125 mL). The filtrate was washed with 1 N...